Dataset: the Open Reaction Database (ORD), a public repository of structured organic reaction records. Task: describe an organic reaction: reactants, conditions, products, and yield Reactants: ClC1=C(C=C(C=C1)Cl)Cl (1,2,4-trichlorobenzene), [N+](=O)(O)[O-] (nitric acid). The solvent is O (H2O). Run at time 1 hour. Yields the product ClC1=C(C=C(C(=C1)[N+](=O)[O-])Cl)Cl (1,2,4-trichloro-5-nitrobenzene). As a reaction SMILES: [Cl:1][C:2]1[CH:7]=[CH:6][C:5]([Cl:8])=[CH:4][C:3]=1[Cl:9].[N+:10]([O-])([OH:12])=[O:11]>O>[Cl:1][C:2]1[CH:7]=[C:6]([N+:10]([O-:12])=[O:11])[C:5]([Cl:8])=[CH:4][C:3]=1[Cl:9]. Procedure details: 2723 gm (15.0 mols) of 1,2,4-trichlorobenzene were added to 7350 gm (105 mols) of 90% fuming nitric acid at 40° C. over a 3 hour period. The reaction mixture was held at 40° C. for one hour and worked up by the addition of 3700 ml of H2O while maintaining a temperature of 55°-60° C., and separating the waste acid. Two additional washes with 2000 ml of hot (55° C.) water and 1000 ml of 10% sodium bicarbonate solution followed by a phase separation gave 3316 gm (14.64 mols) of crude 1,2,4-trichlor... Starting materials: BrCC=1C(=NC(=NC1C(C)C)N(S(=O)(=O)C)C)C1=CC=C(C=C1)F (N-[5-bromomethyl-4-(4-fluorophenyl)-6-isopropyl-pyrimidin-2-yl]-N-methyl-methanesulfonamide), C(CCC)P(CCCC)CCCC (tributylphosphine). The solvent is C1(=CC=CC=C1)C (toluene). Run at time 3 hour. Yields the product [Br-].C(CCC)[P+](CC=1C(=NC(=NC1C(C)C)N(S(=O)(=O)C)C)C1=CC=C(C=C1)F)(CCCC)CCCC (tributyl[2-(N-methyl-N-methanesulfonylamino)-4-(4-fluorophenyl)-6-isopropyl-pyrimidin-5-ylmethyl]phosphonium bromide). The yield is 97.6%. As a reaction SMILES: [Br:1][CH2:2][C:3]1[C:4]([C:18]2[CH:23]=[CH:22][C:21]([F:24])=[CH:20][CH:19]=2)=[N:5][C:6]([N:12]([CH3:17])[S:13]([CH3:16])(=[O:15])=[O:14])=[N:7][C:8]=1[CH:9]([CH3:11])[CH3:10].[CH2:25]([P:29]([CH2:34][CH2:35][CH2:36][CH3:37])[CH2:30][CH2:31][CH2:32][CH3:33])[CH2:26][CH2:27][CH3:28]>C1(C)C=CC=CC=1>[Br-:1].[CH2:34]([P+:29]([CH2:25][CH2:26][CH2:27][CH3:28])([CH2:30][CH2:31][CH2:32][CH3:33])[CH2:2][C:3]1[C:4]([C:18]2[CH:23]=[CH:22][C:21]([F:24])=[CH:20][CH:19]=2)=[N:5][C:6]([N:12]([CH3:17])[S:13]([CH3:16])(=[O:15])=[O:14])=[N:7][C:8]=1[CH:9]([CH3:11])[CH3:10])[CH2:35][CH2:36][CH3:37] |f:3.4|. Procedure details: N-[5-bromomethyl-4-(4-fluorophenyl)-6-isopropyl-pyrimidin-2-yl]-N-methyl-methanesulfonamide (55.3 g) and toluene (500.0 mL) were added to a reactor. The reaction mixture was cooled to 0˜5° C. and then tributylphosphine (35.0 mL) was added thereto. The temperature of the reaction mixture was raised to 10˜20° C. The reaction mixture was stirred at the same temperature for 3 hours and then filtered under reduced pressure. The resulting white solid was washed with toluene (331.0 mL) and then dried u... Reactants: ClC=1N=NC(=CC1Cl)Cl (3,4,6-trichloropyridazine), C([O-])([O-])=O.[K+].[K+] (potassium carbonate), NCCCCN1CCN(CC1)C1=C(C=CC=C1)OC (1-(4-aminobutyl)-4-(2-methoxyphenyl)piperazine). Run in C(C)#N (acetonitrile). Product: ClC=1N=NC(=CC1NCCCCN1CCN(CC1)C1=C(C=CC=C1)OC)Cl (3,6-Dichloro-4-((4-(4-(2-methoxyphenyl)-1-piperazinyl)butyl)amino)pyridazine). Isolated yield 54.2%. RXN SMILES: [Cl:1][C:2]1[N:3]=[N:4][C:5]([Cl:9])=[CH:6][C:7]=1Cl.C(=O)([O-])[O-].[K+].[K+].[NH2:16][CH2:17][CH2:18][CH2:19][CH2:20][N:21]1[CH2:26][CH2:25][N:24]([C:27]2[CH:32]=[CH:31][CH:30]=[CH:29][C:28]=2[O:33][CH3:34])[CH2:23][CH2:22]1>C(#N)C>[Cl:1][C:2]1[N:3]=[N:4][C:5]([Cl:9])=[CH:6][C:7]=1[NH:16][CH2:17][CH2:18][CH2:19][CH2:20][N:21]1[CH2:26][CH2:25][N:24]([C:27]2[CH:32]=[CH:31][CH:30]=[CH:29][C:28]=2[O:33][CH3:34])[CH2:23][CH2:22]1 |f:1.2.3|. Procedure: 9.25 g (0.050 mol) of 3,4,6-trichloropyridazine are stirred with 6.90 g (0.050 mol) of powdered anhydrous potassium carbonate and 13.15 g (0.050 mol) of 1-(4-aminobutyl)-4-(2-methoxyphenyl)piperazine in 1350 ml of dry acetonitrile at room temperature for 96 hours. The mixture is subsequently filtered with suction, and the filtrate is concentrated in vacuo. The residue is taken up in ethanol, and the trihydrochloride of 3,6-dichloro-4-((4-(4-(2-methoxyphenyl)-1-piperazinyl)butyl)amino)pyridazine ... Starting materials: O (water), C(C1=CC=CC=C1)OC1=NN(C(=C1C=O)C1=CC=C(C=C1)OC)C(C)C (3-benzyloxy-4-formyl-1-isopropyl-5-(4-methoxyphenyl)-1H-pyrazole), COC1=CC=C(C=C1)[Mg]Br (4-methoxyphenylmagnesium bromide). The solvent is O1CCCC1 (tetrahydrofuran), O1CCCC1 (tetrahydrofuran). Conditions: time 1 hour. Yields the product C(C1=CC=CC=C1)OC1=NN(C(=C1C(O)C1=CC=C(C=C1)OC)C1=CC=C(C=C1)OC)C(C)C ([3-Benzyloxy-1-isopropyl-5-(4-methoxyphenyl)-1H-pyrazol-4-yl]4-methoxyphenyl methanol). RXN SMILES: [CH2:1]([O:8][C:9]1[C:13]([CH:14]=[O:15])=[C:12]([C:16]2[CH:21]=[CH:20][C:19]([O:22][CH3:23])=[CH:18][CH:17]=2)[N:11]([CH:24]([CH3:26])[CH3:25])[N:10]=1)[C:2]1[CH:7]=[CH:6][CH:5]=[CH:4][CH:3]=1.[CH3:27][O:28][C:29]1[CH:34]=[CH:33][C:32]([Mg]Br)=[CH:31][CH:30]=1.O>O1CCCC1>[CH2:1]([O:8][C:9]1[C:13]([CH:14]([C:32]2[CH:33]=[CH:34][C:29]([O:28][CH3:27])=[CH:30][CH:31]=2)[OH:15])=[C:12]([C:16]2[CH:17]=[CH:18][C:19]([O:22][CH3:23])=[CH:20][CH:21]=2)[N:11]([CH:24]([CH3:26])[CH3:25])[N:10]=1)[C:2]1[CH:7]=[CH:6][CH:5]=[CH:4][CH:3]=1. Procedure: To a solution of 3-benzyloxy-4-formyl-1-isopropyl-5-(4-methoxyphenyl)-1H-pyrazole (0.14 g) in tetrahydrofuran (1.8 mL) was added a solution of 4-methoxyphenylmagnesium bromide in tetrahydrofuran (0.5 mol/L, 0.96 mL) at room temperature and the mixture was stirred at room temperature for 1 hour. A small amount of water was added to the reaction mixture and the mixture was purified by column chromatography on aminopropylated silica gel (eluent: tetrahydrofuran). Further purification by column chro... The reactants are NC=1C(=CC2=C(N(C3=CC=CC=C23)CC2=CC=CC=C2)N1)C(=O)N (2-amino-9-benzyl-9H-pyrido[2,3-b]indole-3-carboxamide), [Al+3].[Cl-].[Cl-].[Cl-] (AlCl3). Run in C1=CC=CC=C1 (benzene). Run at temperature 95 celsius, time 6 hour. Yields the product NC=1C(=CC2=C(NC3=CC=CC=C23)N1)C(=O)N (2-amino-9H-pyrido[2,3-b]indole-3-carboxamide). Reaction SMILES: [NH2:1][C:2]1[C:3]([C:22]([NH2:24])=[O:23])=[CH:4][C:5]2[C:13]3[C:8](=[CH:9][CH:10]=[CH:11][CH:12]=3)[N:7](CC3C=CC=CC=3)[C:6]=2[N:21]=1.[Al+3].[Cl-].[Cl-].[Cl-]>C1C=CC=CC=1>[NH2:1][C:2]1[C:3]([C:22]([NH2:24])=[O:23])=[CH:4][C:5]2[C:13]3[C:8](=[CH:9][CH:10]=[CH:11][CH:12]=3)[NH:7][C:6]=2[N:21]=1 |f:1.2.3.4|. Procedure: To a solution of 2-amino-9-benzyl-9H-pyrido[2,3-b]indole-3-carboxamide (vii-a, 1.01 g, 319 mmol) in benzene (30 mL) was added AlCl3 (1.10 g, 8.25 mmol), and the reaction was heated to 95° C. under atmosphere of Ar. After 6 h, the reaction was cooled to 0° C., quenched with water (75 mL) and poured into a separatory funnel containing EtOAc (200 mL). The mixture was washed with 1N NaOH (2×200 mL) and the organic layer was dried over sodium sulfate, filtered and concentrated to yield 2-amino-9H-pyr... Reaction SMILES: C([NH:4][C:5]1[C:14]2[C:9](=[CH:10][CH:11]=[C:12](Cl)[CH:13]=2)[N:8]=[C:7]([NH:16][CH2:17][C:18]2[CH:23]=[CH:22][CH:21]=[CH:20][C:19]=2[O:24][CH3:25])[CH:6]=1)C=C.[N:26]1[CH:31]=[CH:30][CH:29]=[C:28]([CH2:32][NH2:33])[CH:27]=1>>[CH3:25][O:24][C:19]1[CH:20]=[CH:21][CH:22]=[CH:23][C:18]=1[CH2:17][NH:16][C:7]1[CH:6]=[C:5]([NH2:4])[C:14]2[C:9](=[CH:10][CH:11]=[C:12]([NH:33][CH2:32][C:28]3[CH:27]=[N:26][CH:31]=[CH:30][CH:29]=3)[CH:13]=2)[N:8]=1. Product: COC1=C(CNC2=NC3=CC=C(C=C3C(=C2)N)NCC=2C=NC=CC2)C=CC=C1 (N2-(2-Methoxy-benzyl)-N6-pyridin-3-ylmethyl-quinoline-2,4,6-triamine). Reported procedure: The title compound, MS: m/e=386.4 (M+H+), was prepared in accordance with the general method of example 44 from N4-allyl-6-chloro-N2-(2-methoxy-benzyl)-quinoline-2,4-diamine and 3-picolylamine Starting materials: C(C=C)NC1=CC(=NC2=CC=C(C=C12)Cl)NCC1=C(C=CC=C1)OC (N4-allyl-6-chloro-N2-(2-methoxy-benzyl)-quinoline-2,4-diamine), N1=CC(=CC=C1)CN (3-picolylamine). Reactants: C(C)(C)(C)OC(=O)C1=CN=C(S1)OC=1C=C(C2=C(B(OC2CC(=O)OCC)O)C1)C (2-(3-Ethoxycarbonylmethyl-1-hydroxy-4-methyl-1,3-dihydro-benzo[c][1,2]oxaborol-6-yloxy)-thiazole-5-carboxylic acid tert-butyl ester). Solvent: C(=O)(C(F)(F)F)O (TFA). Run at time 8 hour. The product is C(C)OC(=O)CC1C2=C(B(O1)O)C=C(C=C2C)OC=2SC(=CN2)C(=O)O (2-(3-Ethoxycarbonylmethyl-1-hydroxy-4-methyl-1,3-dihydro-benzo[c][1,2]oxaborol-6-yloxy)-thiazole-5-carboxylic acid). Yield: 87.2%. As a reaction SMILES: C([O:5][C:6]([C:8]1[S:12][C:11]([O:13][C:14]2[CH:15]=[C:16]([CH3:30])[C:17]3[CH:21]([CH2:22][C:23]([O:25][CH2:26][CH3:27])=[O:24])[O:20][B:19]([OH:28])[C:18]=3[CH:29]=2)=[N:10][CH:9]=1)=[O:7])(C)(C)C>C(O)(C(F)(F)F)=O>[CH2:26]([O:25][C:23]([CH2:22][CH:21]1[O:20][B:19]([OH:28])[C:18]2[CH:29]=[C:14]([O:13][C:11]3[S:12][C:8]([C:6]([OH:7])=[O:5])=[CH:9][N:10]=3)[CH:15]=[C:16]([CH3:30])[C:17]1=2)=[O:24])[CH3:27]. Procedure: 2-(3-Ethoxycarbonylmethyl-1-hydroxy-4-methyl-1,3-dihydro-benzo[c][1,2]oxaborol-6-yloxy)-thiazole-5-carboxylic acid tert-butyl ester (3.3 g, 7.6 mmol) was treated with TFA (40 mL) and stirred at room temperature for overnight. The reaction mixture was concentrated and purified by column chromatography (silica, DCM/MeOH=20:1) affording the title compound (2.5 g, 87%) as a white foam. 1H NMR (CDCl3) δ 7.98 (s, 1H), 7.45 (d, 1H), 7.19 (d, 1H), 5.67 (dd, 1H), 4.20 (q, 2H), 3.12 (dd, 1H), 2.43 (m, 1H)... The reactants are CC(C)(C)OC(=O)N1CC2CC2(CN)C1c1ccccc1, CC(=O)O[BH-](OC(C)=O)OC(C)=O, ClCCl, COc1cc2c(cc1C=O)N(C)C(=O)C1CC21, CO, [Na+]. The product is COc1cc2c(cc1CNCC13CC1CN(C(=O)OC(C)(C)C)C3c1ccccc1)N(C)C(=O)C1CC21. RXN SMILES: [C:1]([CH3:2])([CH3:3])([CH3:4])[O:5][C:6](=[O:7])[N:8]1[CH:9]([c:16]2[cH:17][cH:18][cH:19][cH:20][cH:21]2)[C:10]2([CH2:14][NH2:15])[CH2:11][CH:12]2[CH2:13]1.[C:41]([O:42][BH-:43]([O:44][C:45](=[O:46])[CH3:47])[O:48][C:49](=[O:50])[CH3:51])(=[O:52])[CH3:53].[CH2:55]([Cl:56])[Cl:57].[CH3:22][O:23][c:24]1[c:25]([CH:37]=[O:38])[cH:26][c:27]2[c:32]([cH:33]1)[CH:31]1[CH:30]([C:29](=[O:35])[N:28]2[CH3:36])[CH2:34]1.[CH3:39][OH:40].[Na+:54]>>[C:1]([CH3:2])([CH3:3])([CH3:4])[O:5][C:6](=[O:7])[N:8]1[CH:9]([c:16]2[cH:17][cH:18][cH:19][cH:20][cH:21]2)[C:10]2([CH2:14][NH:15][CH2:37][c:25]3[c:24]([O:23][CH3:22])[cH:33][c:32]4[c:27]([cH:26]3)[N:28]([CH3:36])[C:29](=[O:35])[CH:30]3[CH:31]4[CH2:34]3)[CH2:11][CH:12]2[CH2:13]1. Reactants: ClC1=CC=C(N=N1)N (6-chloropyridazin-3-amine), C1(=CC=CC=C1)B(O)O (phenylboronic acid), CC(C)C1=CC(=C(C(=C1)C(C)C)C2=C(C=CC=C2)P(C3CCCCC3)C4CCCCC4)C(C)C (X-phos), C(=O)([O-])[O-].[Na+].[Na+] (Na2CO3). The reagents and catalysts are C=1C=CC(=CC1)/C=C/C(=O)/C=C/C2=CC=CC=C2.C=1C=CC(=CC1)/C=C/C(=O)/C=C/C2=CC=CC=C2.C=1C=CC(=CC1)/C=C/C(=O)/C=C/C2=CC=CC=C2.[Pd].[Pd] (Pd2(dba)3). Run in O1CCOCC1 (dioxane), O (water). Conditions: temperature 100 celsius, time 6 hour. Product: C1(=CC=CC=C1)C1=CC=C(N=N1)N (6-phenylpyridazin-3-amine). Yield: 78.1%. Reaction SMILES: Cl[C:2]1[N:7]=[N:6][C:5]([NH2:8])=[CH:4][CH:3]=1.[C:9]1(B(O)O)[CH:14]=[CH:13][CH:12]=[CH:11][CH:10]=1.CC(C1C=C(C(C)C)C(C2C=CC=CC=2P(C2CCCCC2)C2CCCCC2)=C(C(C)C)C=1)C.C([O-])([O-])=O.[Na+].[Na+]>O1CCOCC1.O.C1C=CC(/C=C/C(/C=C/C2C=CC=CC=2)=O)=CC=1.C1C=CC(/C=C/C(/C=C/C2C=CC=CC=2)=O)=CC=1.C1C=CC(/C=C/C(/C=C/C2C=CC=CC=2)=O)=CC=1.[Pd].[Pd]>[C:9]1([C:2]2[N:7]=[N:6][C:5]([NH2:8])=[CH:4][CH:3]=2)[CH:14]=[CH:13][CH:12]=[CH:11][CH:10]=1 |f:3.4.5,8.9.10.11.12|. Reported procedure: A mixture of 6-chloropyridazin-3-amine (2 g, 15.4 mmol), phenylboronic acid (2.83 g, 23.2 mmol), Pd2(dba)3 (0.89 g, 1.6 mmol), X-phos (2.94 g, 6.2 mmol) and Na2CO3 (4.91 g, 46.3 mmol) in dioxane (50 mL) and water (5 mL) was heated to 100° C. with stirring for 6 h under N2. The solvent was removed in vacuo and the resulting mixture was purified by chromatography (silica gel, 200-300 mesh, CH2Cl2:MeOH=20:1) to give 6-phenylpyridazin-3-amine (2.06 g, 78%) as a white solid. LC-MS: [M+H]+, 172.1, tR=... Starting materials: C=CC1=CC=CC=C1 (styrene), C(OCC)(OCC)OCC (triethyl orthoformate), C=CC=C (butadiene). Run in C1CCCCC1 (cyclohexane). The product is C=CC=C.C=CC1=CC=CC=C1 (butadiene styrene). Reaction SMILES: [CH2:1]=[CH:2][C:3]1[CH:8]=[CH:7][CH:6]=[CH:5][CH:4]=1.C(OCC)(OCC)OCC.C=CC=C>C1CCCCC1>[CH2:1]=[CH:2][CH:3]=[CH2:4].[CH2:1]=[CH:2][C:3]1[CH:8]=[CH:7][CH:6]=[CH:5][CH:4]=1 |f:4.5|. Procedure details: A 70/30 butadiene-styrene block copolymer was prepared according to Recipe 4 by first forming the styrene block. The triethyl orthoformate was added in a cyclohexane solution with the butadiene to the polystyryllithium polymerization mixture.